From a dataset of the Open Reaction Database (ORD), a public repository of structured organic reaction records. describe an organic reaction: reactants, conditions, products, and yield Starting materials: [BH4-].[Na+] (Sodium borohydride), C(C(C)C)N(C(=O)C1=CC2=C(N(C(=N2)SCC(C2=CC(=C(C(=C2)OC)OC)OC)=O)CCCN(CCC2=NC=CC=C2)C)C=C1)CC(C)C (N,N-diisobutyl-1-{3-[methyl(2-pyridin-2-ylethyl)amino]propyl}-2-{[2-oxo-2-(3,4,5-trimethoxyphenyl)ethyl]thio}-1H-benzimidazole-5-carboxamide). The solvent is CO (methanol). Reaction conditions: temperature 0 celsius, time 10 minute. The product is OC(CSC1=NC2=C(N1CCCN(CCC1=NC=CC=C1)C)C=CC(=C2)C(=O)N(CC(C)C)CC(C)C)C2=CC(=C(C(=C2)OC)OC)OC (2-{[2-hydroxy-2-(3,4,5-trimethoxyphenyl)ethyl]thio}-N,N-diisobutyl-1-{3-[methyl(2-pyridin-2-ylethyl)amino]propyl}-1H-benzimidazole-5-carboxamide), oil. The yield is 88.0%. RXN SMILES: [BH4-].[Na+].[CH2:3]([N:7]([CH2:48][CH:49]([CH3:51])[CH3:50])[C:8]([C:10]1[CH:47]=[CH:46][C:13]2[N:14]([CH2:33][CH2:34][CH2:35][N:36]([CH3:45])[CH2:37][CH2:38][C:39]3[CH:44]=[CH:43][CH:42]=[CH:41][N:40]=3)[C:15]([S:17][CH2:18][C:19](=[O:32])[C:20]3[CH:25]=[C:24]([O:26][CH3:27])[C:23]([O:28][CH3:29])=[C:22]([O:30][CH3:31])[CH:21]=3)=[N:16][C:12]=2[CH:11]=1)=[O:9])[CH:4]([CH3:6])[CH3:5]>CO>[OH:32][CH:19]([C:20]1[CH:21]=[C:22]([O:30][CH3:31])[C:23]([O:28][CH3:29])=[C:24]([O:26][CH3:27])[CH:25]=1)[CH2:18][S:17][C:15]1[N:14]([CH2:33][CH2:34][CH2:35][N:36]([CH3:45])[CH2:37][CH2:38][C:39]2[CH:44]=[CH:43][CH:42]=[CH:41][N:40]=2)[C:13]2[CH:46]=[CH:47][C:10]([C:8]([N:7]([CH2:48][CH:49]([CH3:51])[CH3:50])[CH2:3][CH:4]([CH3:5])[CH3:6])=[O:9])=[CH:11][C:12]=2[N:16]=1 |f:0.1|. Procedure: Sodium borohydride (8 mg, 2 eq) is added at 0° C. to a solution of N,N-diisobutyl-1-{3-[methyl(2-pyridin-2-ylethyl)amino]propyl}-2-{[2-oxo-2-(3,4,5-trimethoxyphenyl)ethyl]thio}-1H-benzimidazole-5-carboxamide (69 mg, 1 eq) in methanol (2 ml). After stirring for 10 minutes at 0° C., the mixture is taken to a temperature of approximately 20° C. and stirred at this temperature for 30 minutes. The mixture is then concentrated under reduced pressure at 40° C. then water saturated with ammonium chlorid...